From a dataset of the Open Reaction Database (ORD), a public repository of structured organic reaction records. describe an organic reaction: reactants, conditions, products, and yield Reactants: C(C)(C)(C)C=1C=CC(=C(/C=C/C(=O)OC)C1)NS(=O)(=O)C1=CC=C(C=C1)C (methyl trans-5-tert-butyl-2-(p-toluenesulfonylamino)cinnamate), ClC1=CC=C(C(CBr)=O)C=C1 (4-chlorophenacyl bromide). Yields the product COC(CC1=C(NC2=CC=C(C=C12)C(C)(C)C)C(C1=CC=C(C=C1)Cl)=O)=O (Methyl[5-(tert-butyl)-2-(4-chlorobenzoyl)-1H-indol-3-yl]acetate). Reaction SMILES: [C:1]([C:5]1[CH:6]=[CH:7][C:8]([NH:17]S(C2C=CC(C)=CC=2)(=O)=O)=[C:9]([CH:16]=1)/[CH:10]=[CH:11]/[C:12]([O:14][CH3:15])=[O:13])([CH3:4])([CH3:3])[CH3:2].[Cl:28][C:29]1[CH:38]=[CH:37][C:32]([C:33](=[O:36])[CH2:34]Br)=[CH:31][CH:30]=1>>[CH3:15][O:14][C:12](=[O:13])[CH2:11][C:10]1[C:9]2[C:8](=[CH:7][CH:6]=[C:5]([C:1]([CH3:2])([CH3:3])[CH3:4])[CH:16]=2)[NH:17][C:34]=1[C:33](=[O:36])[C:32]1[CH:37]=[CH:38][C:29]([Cl:28])=[CH:30][CH:31]=1. Procedure details: The title compound was prepared according to the procedure described in Example 57 from methyl trans-5-tert-butyl-2-(p-toluenesulfonylamino)cinnamate (Example 143, step 2) and 4-chlorophenacyl bromide. The product is C(C)(C)(C)C=1C=C(C(=C(C1)NC(OC1=CC=CC=C1)=O)OC)NS(=O)(=O)C (Phenyl N-[5-tert-butyl-3-(methanesulfonamido)-2-methoxyphenyl]carbamate). The reactants are ClC(=O)OC1=CC=CC=C1 (Phenyl chloroformate), NC=1C(=C(C=C(C1)C(C)(C)C)NS(=O)(=O)C)OC (N-(3-Amino-5-tert-butyl-2-methoxyphenyl)methanesulfonamide), C(=O)(O)[O-].[Na+] (NaHCO3), C1CCOC1 (THF), product. The solvent is C(Cl)Cl (DCM). Reaction SMILES: [NH2:1][C:2]1[C:3]([O:17][CH3:18])=[C:4]([NH:12][S:13]([CH3:16])(=[O:15])=[O:14])[CH:5]=[C:6]([C:8]([CH3:11])([CH3:10])[CH3:9])[CH:7]=1.C([O-])(O)=O.[Na+].C1COCC1.Cl[C:30]([O:32][C:33]1[CH:38]=[CH:37][CH:36]=[CH:35][CH:34]=1)=[O:31]>C(Cl)Cl>[C:8]([C:6]1[CH:5]=[C:4]([NH:12][S:13]([CH3:16])(=[O:15])=[O:14])[C:3]([O:17][CH3:18])=[C:2]([NH:1][C:30](=[O:31])[O:32][C:33]2[CH:38]=[CH:37][CH:36]=[CH:35][CH:34]=2)[CH:7]=1)([CH3:10])([CH3:11])[CH3:9] |f:1.2|. Run at time 4 hour. Reported procedure: Under N2 was charged the product of step (ix) above (167.0 g, 613 mmol), NaHCO3 (77.3 g, 920 mmol), THF (870 mL) and DCM (1440 mL). Phenyl chloroformate (82.6 mL, 659 mmol) was added dropwise, while maintaining the temperature below 20° C., and the reaction was stirred at room temperature for 4 h. HPLC analysis of the reaction mixture indicated 98.6% product and 0.03% starting material. The reaction mixture was filtered and the cake was washed with THF (˜50 mL). The filtrate was concentrated to ... The reactants are resultant mixture, OC=1C=CC(=NC1)OC1=C(C=C(C=C1C)/C=C/C(=O)O)C ((E)-3-{4-[(5-hydroxypyridin-2-yl)oxy]-3,5-dimethylphenyl}prop-2-enoic acid), Cl.ClC1=CC=C(OCCC2=CC=C(CN3CCNCC3)C=C2)C=C1 (1-{4-[2-(4-chlorophenoxy)ethyl]benzyl}-piperazine hydrochloride), C=1C=CC2=C(C1)N=NN2O (HOBT), CCN=C=NCCCN(C)C (WSC). Solvent: CCN(CC)CC (Et3N), CN(C)C=O (DMF), O (water). Yields the product ClC1=CC=C(OCCC2=CC=C(CN3CCN(CC3)C(\C=C\C3=CC(=C(C(=C3)C)OC3=NC=C(C=C3)O)C)=O)C=C2)C=C1 ((E)-1-(4-{4-[2-(4-chlorophenoxy)ethyl]benzyl}piperazin-1-yl)-3-{4-[(5-hydroxypyridin-2-yl)oxy]-3,5-dimethylphenyl}prop-2-en-1-one). Isolated yield 94.3%. RXN SMILES: [OH:1][C:2]1[CH:3]=[CH:4][C:5]([O:8][C:9]2[C:14]([CH3:15])=[CH:13][C:12](/[CH:16]=[CH:17]/[C:18]([OH:20])=O)=[CH:11][C:10]=2[CH3:21])=[N:6][CH:7]=1.Cl.[Cl:23][C:24]1[CH:45]=[CH:44][C:27]([O:28][CH2:29][CH2:30][C:31]2[CH:43]=[CH:42][C:34]([CH2:35][N:36]3[CH2:41][CH2:40][NH:39][CH2:38][CH2:37]3)=[CH:33][CH:32]=2)=[CH:26][CH:25]=1.C1C=CC2N(O)N=NC=2C=1.CCN=C=NCCCN(C)C>O.CCN(CC)CC.CN(C=O)C>[Cl:23][C:24]1[CH:25]=[CH:26][C:27]([O:28][CH2:29][CH2:30][C:31]2[CH:43]=[CH:42][C:34]([CH2:35][N:36]3[CH2:37][CH2:38][N:39]([C:18](=[O:20])/[CH:17]=[CH:16]/[C:12]4[CH:11]=[C:10]([CH3:21])[C:9]([O:8][C:5]5[CH:4]=[CH:3][C:2]([OH:1])=[CH:7][N:6]=5)=[C:14]([CH3:15])[CH:13]=4)[CH2:40][CH2:41]3)=[CH:33][CH:32]=2)=[CH:44][CH:45]=1 |f:1.2|. Reported procedure: To a DMF (26 mL) solution of (E)-3-{4-[(5-hydroxypyridin-2-yl)oxy]-3,5-dimethylphenyl}prop-2-enoic acid (1.300 g) and 1-{4-[2-(4-chlorophenoxy)ethyl]benzyl}-piperazine hydrochloride (2.116 g) were added HOBT (0.070 g), WSC (1.310 g), and Et3N (1.905 mL) at room temperature, then the resultant mixture was stirred at room temperature over night. The mixture was poured into water, and extracted with AcOEt. The organic layer was washed with water and saturated aqueous NaCl, dried over anhydrous Na2S...